From a dataset of the Open Reaction Database (ORD), a public repository of structured organic reaction records. describe an organic reaction: reactants, conditions, products, and yield Reactants: CC1([C@H](C[C@H]1NC1=NC(=NC=C1C(F)(F)F)SC)O)C ((1S,3R)-2,2-dimethyl-3-((2-(methylthio)-5-(trifluoromethyl)pyrimidin-4-yl)amino)cyclobutanol), ClC=1C=C(C(=O)OO)C=CC1 (3-chlorobenzoperoxoic acid), CC1([C@H](C[C@H]1NC1=NC(=NC=C1C(F)(F)F)S(=O)(=O)C)O)C ((1S,3R)-2,2-dimethyl-3-((2-(methylsulfonyl)-5-(trifluoromethyl)pyrimidin-4-yl)amino)cyclobutanol), CCN(C(C)C)C(C)C (DIEA), C([O-])([O-])=O.[K+].[K+] (potassium carbonate), Cl.Cl.C(C)(C)C1=NC=NC=C1CN ((4-isopropylpyrimidin-5-yl)methanamine dihydrochloride). Run in C1CCOC1 (THF), O1CCOCC1 (dioxane), C(C)(=O)OCC (ethyl acetate), O1CCOCC1 (dioxane). Run at temperature 25 celsius, time 45 minute. Product: C(C)(C)C1=NC=NC=C1CNC1=NC=C(C(=N1)N[C@H]1C([C@H](C1)O)(C)C)C(F)(F)F ((1S,3R)-3-(2-((4-Isopropylpyrimidin-5-yl)methylamino)-5-(trifluoromethyl)pyrimidin-4-ylamino)-2,2-dimethylcyclobutanol). Yield: 39.0%. Reaction SMILES: [CH3:1][C:2]1([CH3:20])[C@H:5]([NH:6][C:7]2[C:12]([C:13]([F:16])([F:15])[F:14])=[CH:11][N:10]=[C:9](SC)[N:8]=2)[CH2:4][C@@H:3]1[OH:19].ClC1C=C(C=CC=1)C(OO)=O.C(=O)([O-])[O-].[K+].[K+].CC1(C)[C@H](NC2C(C(F)(F)F)=CN=C(S(C)(=O)=O)N=2)C[C@@H]1O.CCN(C(C)C)C(C)C.Cl.Cl.[CH:71]([C:74]1[C:79]([CH2:80][NH2:81])=[CH:78][N:77]=[CH:76][N:75]=1)([CH3:73])[CH3:72]>C1COCC1.C(OCC)(=O)C.O1CCOCC1>[CH:71]([C:74]1[C:79]([CH2:80][NH:81][C:9]2[N:8]=[C:7]([NH:6][C@@H:5]3[CH2:4][C@H:3]([OH:19])[C:2]3([CH3:20])[CH3:1])[C:12]([C:13]([F:16])([F:15])[F:14])=[CH:11][N:10]=2)=[CH:78][N:77]=[CH:76][N:75]=1)([CH3:73])[CH3:72] |f:2.3.4,7.8.9|. Reported procedure: In a round-bottomed flask, (1S,3R)-2,2-dimethyl-3-((2-(methylthio)-5-(trifluoromethyl)pyrimidin-4-yl)amino)cyclobutanol (1.0 equiv.) and 3-chlorobenzoperoxoic acid (2.0 equiv.) were combined in THF (0.5 M). The reaction was stirred at 25° C. for 45 min. The mixture was diluted with ethyl acetate. To this solution was added potassium carbonate (4.0 equiv.). The mixture was stirred at room temperature for 30 min and then filtered. The filtrate was concentrated to afford the crude product. A soluti... Yields the product COc1ccc(Nc2ncc(C3OCCO3)cc2-c2nc(C)nc(SC)n2)cn1. The reactants are C1CCOC1, C[Si](C)(C)[N-][Si](C)(C)C, CCOC(C)=O, [Cl-], [Li+], COc1ccc(N)cn1, [NH4+], CSc1nc(C)nc(-c2cc(C3OCCO3)cnc2F)n1, O. Reaction SMILES: [CH2:41]1[O:42][CH2:43][CH2:44][CH2:45]1.[CH3:2][Si:3]([N-:4][Si:5]([CH3:6])([CH3:7])[CH3:8])([CH3:9])[CH3:10].[CH3:49][CH2:50][O:51][C:52](=[O:53])[CH3:54].[Cl-:46].[Li+:1].[NH2:32][c:33]1[cH:34][cH:35][c:36]([O:39][CH3:40])[n:37][cH:38]1.[NH4+:47].[O:11]1[CH:12]([c:16]2[cH:17][c:18](-[c:23]3[n:24][c:25]([S:30][CH3:31])[n:26][c:27]([CH3:29])[n:28]3)[c:19]([F:22])[n:20][cH:21]2)[O:13][CH2:14][CH2:15]1.[OH2:48]>>[O:11]1[CH:12]([c:16]2[cH:17][c:18](-[c:23]3[n:24][c:25]([S:30][CH3:31])[n:26][c:27]([CH3:29])[n:28]3)[c:19]([NH:32][c:33]3[cH:34][cH:35][c:36]([O:39][CH3:40])[n:37][cH:38]3)[n:20][cH:21]2)[O:13][CH2:14][CH2:15]1. Starting materials: ClC1=CC2=C(C=N1)C(=NN2C(C2=CC=CC=C2)(C2=CC=CC=C2)C2=CC=CC=C2)I (6-chloro-3-iodo-1-trityl-1H-pyrazolo[4,3-c]pyridine), C(C)(C)(C)N (tert-butylamine), C1(CCCCC1)P(C1=C(C=CC=C1)C1=C(C=CC=C1OC(C)C)OC(C)C)C1CCCCC1 (2-dicyclohexylphosphino-2′,6′-di-i-propoxy-1,1′-biphenyl), CC(C)([O-])C.[Na+] (sodium tert-butoxide). Reagents/catalysts: CC(C)C1=CC(=C(C(=C1)C(C)C)C2=C(C=CC(=C2P(C3CCCCC3)C4CCCCC4)OC)OC)C(C)C.C1=CC=C([C-]=C1)CCN.Cl[Pd+] (brettphos palladacycle). Run at temperature 110 celsius. Yields the product C(C)(C)(C)NC1=NN(C2=C1C=NC(=C2)Cl)C(C2=CC=CC=C2)(C2=CC=CC=C2)C2=CC=CC=C2 (N-(tert-butyl)-6-chloro-1-trityl-1H-pyrazolo[4,3-c]pyridin-3-amine). Yield: 24.5%. RXN SMILES: [Cl:1][C:2]1[N:7]=[CH:6][C:5]2[C:8](I)=[N:9][N:10]([C:11]([C:24]3[CH:29]=[CH:28][CH:27]=[CH:26][CH:25]=3)([C:18]3[CH:23]=[CH:22][CH:21]=[CH:20][CH:19]=3)[C:12]3[CH:17]=[CH:16][CH:15]=[CH:14][CH:13]=3)[C:4]=2[CH:3]=1.[C:31]([NH2:35])([CH3:34])([CH3:33])[CH3:32].C1(P(C2CCCCC2)C2C=CC=CC=2C2C(OC(C)C)=CC=CC=2OC(C)C)CCCCC1.CC(C)([O-])C.[Na+]>CC(C1C=C(C(C)C)C(C2C(P(C3CCCCC3)C3CCCCC3)=C(OC)C=CC=2OC)=C(C(C)C)C=1)C.C1C=[C-]C(CCN)=CC=1.Cl[Pd+]>[C:31]([NH:35][C:8]1[C:5]2[CH:6]=[N:7][C:2]([Cl:1])=[CH:3][C:4]=2[N:10]([C:11]([C:18]2[CH:23]=[CH:22][CH:21]=[CH:20][CH:19]=2)([C:24]2[CH:29]=[CH:28][CH:27]=[CH:26][CH:25]=2)[C:12]2[CH:17]=[CH:16][CH:15]=[CH:14][CH:13]=2)[N:9]=1)([CH3:34])([CH3:33])[CH3:32] |f:3.4,5.6.7|. Procedure details: A mixture of 6-chloro-3-iodo-1-trityl-1H-pyrazolo[4,3-c]pyridine (1000 mg, 1.917 mmol), tert-butylamine (565 μl, 5.75 mmol), brettphos palladacycle (77 mg, 0.096 mmol), 2-dicyclohexylphosphino-2′,6′-di-i-propoxy-1,1′-biphenyl (44.7 mg, 0.096 mmol) and sodium tert-butoxide (553 mg, 5.75 mmol) were degassed. Toluene (9583 μl) was added to and reaction system was degassed and heated at 110° C. for 8 h. Solvent was evaporated in vacuo and partioned between water and EtOAc. Aqueous layer was extracte... Starting materials: COc1ccc(CNC(=O)c2[nH]ccc2-c2ccc([N+](=O)[O-])cc2)c(OC)c1, Cc1ccccc1, CCOC(C)=O, CC#N, O, Cc1ccc(S(=O)(=O)O)cc1. The product is NC(=O)c1[nH]ccc1-c1ccc([N+](=O)[O-])cc1. As a reaction SMILES: [CH3:1][O:2][c:3]1[cH:4][c:5]([O:23][CH3:24])[cH:25][cH:26][c:27]1[CH2:28][NH:6][C:7](=[O:8])[c:9]1[nH:10][cH:11][cH:12][c:13]1-[c:14]1[cH:15][cH:16][c:17]([N+:20](=[O:21])[O-:22])[cH:18][cH:19]1.[CH3:41][c:42]1[cH:43][cH:44][cH:45][cH:46][cH:47]1.[CH3:48][CH2:49][O:50][C:51](=[O:52])[CH3:53].[CH3:54][C:55]#[N:56].[OH2:29].[c:30]1([CH3:31])[cH:32][cH:33][c:34]([S:35]([OH:36])(=[O:37])=[O:38])[cH:39][cH:40]1>>[NH2:6][C:7](=[O:8])[c:9]1[nH:10][cH:11][cH:12][c:13]1-[c:14]1[cH:15][cH:16][c:17]([N+:20](=[O:21])[O-:22])[cH:18][cH:19]1. The reactants are C(C1=CC=CC=C1)(=O)NCC1(CCCCC1)C(=O)OCC (ethyl 1-[(benzoylamino)methyl]cyclohexanecarboxylate), [OH-].[K+] (potassium hydroxide), O (Water). Procedure details: To a solution of ethyl 1-[(benzoylamino)methyl]cyclohexanecarboxylate (10.2 g, 35.1 mmol) in ethanol (50 ml) was added 50% aqueous potassium hydroxide solution (4 ml), and the mixture was heated under reflux for 6 hrs. Water (400 ml) was added and the reaction mixture was washed with diethyl ether. The aqueous layer was acidified (pH 2) with 5N hydrochloric acid, the precipitate was collected by filtration, washed with water and dried at 50° C. under reduced pressure. Recrystallization from etha... As a reaction SMILES: [C:1]([NH:9][CH2:10][C:11]1([C:17]([O:19]CC)=[O:18])[CH2:16][CH2:15][CH2:14][CH2:13][CH2:12]1)(=[O:8])[C:2]1[CH:7]=[CH:6][CH:5]=[CH:4][CH:3]=1.[OH-].[K+].O>C(O)C>[C:1]([NH:9][CH2:10][C:11]1([C:17]([OH:19])=[O:18])[CH2:16][CH2:15][CH2:14][CH2:13][CH2:12]1)(=[O:8])[C:2]1[CH:7]=[CH:6][CH:5]=[CH:4][CH:3]=1 |f:1.2|. Yields the product C(C1=CC=CC=C1)(=O)NCC1(CCCCC1)C(=O)O (1-[(Benzoylamino)methyl]cyclohexanecarboxylic acid). The yield is 74.5%. The solvent is C(C)O (ethanol). The reactants are ClC1=C(C=CC(=C1)NC1=CC=C(C=C1)C(F)(F)F)C(=O)C1=C(C=CC(=C1)[N+](=O)[O-])C ([2-Chloro-4-(4-trifluoromethyl-phenylamino)-phenyl]-(2-methyl-5-nitro-phenyl)-methanone), BrC1=CC(=C(C=C1)C(=O)C1=C(C=CC(=C1)[N+](=O)[O-])C)Cl ((4-Bromo-2-chloro-phenyl)-(2-methyl-5-nitro-phenyl)-methanone), COC1=C(C=CC=C1)N (2-methoxy-phenylamine). The product is ClC1=C(C=CC(=C1)NC1=C(C=CC=C1)OC)C(=O)C1=C(C=CC(=C1)[N+](=O)[O-])C ([2-Chloro-4-(2-methoxy-phenylamino)-phenyl]-(2-methyl-5-nitro-phenyl)-methanone). Reaction SMILES: [Cl:1][C:2]1[CH:7]=[C:6]([NH:8][C:9]2[CH:14]=[CH:13][C:12](C(F)(F)F)=[CH:11][CH:10]=2)[CH:5]=[CH:4][C:3]=1[C:19]([C:21]1[CH:26]=[C:25]([N+:27]([O-:29])=[O:28])[CH:24]=[CH:23][C:22]=1[CH3:30])=[O:20].BrC1C=CC([C:38](C2C=C([N+]([O-])=O)C=CC=2C)=[O:39])=C(Cl)C=1.COC1C=CC=CC=1N>>[Cl:1][C:2]1[CH:7]=[C:6]([NH:8][C:9]2[CH:14]=[CH:13][CH:12]=[CH:11][C:10]=2[O:39][CH3:38])[CH:5]=[CH:4][C:3]=1[C:19]([C:21]1[CH:26]=[C:25]([N+:27]([O-:29])=[O:28])[CH:24]=[CH:23][C:22]=1[CH3:30])=[O:20]. Procedure: The reaction was carried out similarly as described in the preparation of compound 414, using compound 402 (0.56 mmol) and 2-methoxy-phenylamine (0.56 mmol). The crude product was purified by continuous gradient flash chromatography using EtOAc/petroleum ether (40-60) 0:100 to 25:75 as the eluent to afford the title compound as yellow foam. The reactants are O=CCC(=O)[O-] (3-oxopropanoate), C([O-])([O-])=O.[K+].[K+] (potassium carbonate), CN(C=O)C (dimethylformamide), BrCCBr (1,2-dibromoethane), CCCCCC.C(C)(=O)OCC (hexane ethyl acetate). Run in C(Cl)Cl (methylene chloride). Run at time 55 hour. The product is BrC1=CC(=C(C=C1)NC(=O)C1(CC1)C(=O)OCC)C (ethyl 1-(4-bromo-2-methylphenylaminocarbonyl)cyclopropanecarboxylate). The yield is 81.0%. As a reaction SMILES: O=C[CH2:3][C:4]([O-])=O.C(=O)([O-])[O-].[K+].[K+].[CH3:13][N:14](C)[CH:15]=[O:16].[Br:18]CCBr.[CH3:22][CH2:23][CH2:24][CH2:25][CH2:26][CH3:27].[C:28]([O:31][CH2:32][CH3:33])(=[O:30])[CH3:29]>C(Cl)Cl>[Br:18][C:24]1[CH:23]=[CH:22][C:13]([NH:14][C:15]([C:29]2([C:28]([O:31][CH2:32][CH3:33])=[O:30])[CH2:4][CH2:3]2)=[O:16])=[C:26]([CH3:27])[CH:25]=1 |f:1.2.3,6.7|. Procedure details: Into a 500 milliliter three-necked Morton flask equipped with a mechanical stirrer, thermometer and nitrogen inlet and outlet was added 30.0 grams (0.10 mol) of ethyl 3-[4-bromo-2-methylphenyl)amino]-3-oxopropanoate prepared as in Example A, 34.5 grams (0.25 mol) of finely ground anhydrous potassium carbonate, 100 milliliters of dry dimethylformamide and 8.60 milliliters (0.10 mol) of 1,2-dibromoethane. The resulting mixture was stirred vigorously at ambient temperature under a nitrogen atmosphe... The reactants are C(C)OC(C(C1CCCCC1)C=1N(N=C2C=CC=CC12)C1=CC=C(C=C1)Cl)=O ([2-(4-chloro-phenyl)-2H-indazol-3-yl]-cyclohexyl-acetic acid ethyl ester), [OH-].[Na+] (NaOH). Run in CO (MeOH). Yields the product ClC1=CC=C(C=C1)N1N=C2C=CC=CC2=C1C(C(=O)O)C1CCCCC1 ([2-(4-Chloro-phenyl)-2H-indazol-3-yl]-cyclohexyl-acetic acid). Isolated yield 117.9%. RXN SMILES: C([O:3][C:4](=[O:28])[CH:5]([C:12]1[N:13]([C:21]2[CH:26]=[CH:25][C:24]([Cl:27])=[CH:23][CH:22]=2)[N:14]=[C:15]2[C:20]=1[CH:19]=[CH:18][CH:17]=[CH:16]2)[CH:6]1[CH2:11][CH2:10][CH2:9][CH2:8][CH2:7]1)C.[OH-].[Na+]>CO>[Cl:27][C:24]1[CH:25]=[CH:26][C:21]([N:13]2[C:12]([CH:5]([CH:6]3[CH2:11][CH2:10][CH2:9][CH2:8][CH2:7]3)[C:4]([OH:28])=[O:3])=[C:20]3[C:15]([CH:16]=[CH:17][CH:18]=[CH:19]3)=[N:14]2)=[CH:22][CH:23]=1 |f:1.2|. Procedure details: A solution of [2-(4-chloro-phenyl)-2H-indazol-3-yl]-cyclohexyl-acetic acid ethyl ester (9 mg, 23 μmol) in MeOH (0.5 ml) and 4 N aqueous NaOH (90 μl, 345 μmol) was heated for 14 h under reflux conditions. The solvent was removed under reduced pressure, ice water/1 N aqueous NaOH solution/TBME 1/1/2 was added and the layers were separated. The aqueous layer was extracted one more time with TBME. The aqueous layer was acidified with 1 N aqueous HCl solution and extracted two times with iPrOAc. The ... The reactants are C(C1=CC=CC=C1)OC=1C=C2CCN(C(C2=CC1)C1=CC=C(C=C1)OCCN1CCCC1)S(=O)(=O)C1=CC=CC2=CC=CC=C12 (6-benzyloxy-2-(naphthalene-1-sulfonyl)-1-[4-(2-pyrrolidin-1-yl-ethoxy)-phenyl]-1,2,3,4-tetrahydroisoquinoline), C(=O)[O-].[NH4+] (ammonium formate). The reagents and catalysts are [OH-].[OH-].[Pd+2] (Pd(OH)2/C). Run in CO (MeOH). Product: C1(=CC=CC2=CC=CC=C12)S(=O)(=O)N1C(C2=CC=C(C=C2CC1)O)C1=CC=C(C=C1)OCCN1CCCC1 (2-(Naphthalene-1-sulfonyl)-1-[4-(2-pyrrolidin-1-yl-ethoxy)phenyl]-1,2,3,4-tetrahydroisoquinolin-6-ol). Reaction SMILES: C([O:8][C:9]1[CH:10]=[C:11]2[C:16](=[CH:17][CH:18]=1)[CH:15]([C:19]1[CH:24]=[CH:23][C:22]([O:25][CH2:26][CH2:27][N:28]3[CH2:32][CH2:31][CH2:30][CH2:29]3)=[CH:21][CH:20]=1)[N:14]([S:33]([C:36]1[C:45]3[C:40](=[CH:41][CH:42]=[CH:43][CH:44]=3)[CH:39]=[CH:38][CH:37]=1)(=[O:35])=[O:34])[CH2:13][CH2:12]2)C1C=CC=CC=1.C([O-])=O.[NH4+]>CO.[OH-].[OH-].[Pd+2]>[C:36]1([S:33]([N:14]2[CH2:13][CH2:12][C:11]3[C:16](=[CH:17][CH:18]=[C:9]([OH:8])[CH:10]=3)[CH:15]2[C:19]2[CH:24]=[CH:23][C:22]([O:25][CH2:26][CH2:27][N:28]3[CH2:32][CH2:31][CH2:30][CH2:29]3)=[CH:21][CH:20]=2)(=[O:34])=[O:35])[C:45]2[C:40](=[CH:41][CH:42]=[CH:43][CH:44]=2)[CH:39]=[CH:38][CH:37]=1 |f:1.2,4.5.6|. Procedure: A mixture of 6-benzyloxy-2-(naphthalene-1-sulfonyl)-1-[4-(2-pyrrolidin-1-yl-ethoxy)-phenyl]-1,2,3,4-tetrahydroisoquinoline (0.012 g, 0.019 mmol), ammonium formate (0.033 g, 0.52 mmol), and 20% Pd(OH)2/C (0.002 g) in MeOH (10 ml) was refluxed under N2 for 1.5 hr, then filtered to remove the catalyst. The filtrate was evaporated in vacuo to a residue that was suspended in a mixture of H2O (0.4 ml) and sat. NaHCO3 (0.4 ml). The aqueous mixture was extracted with CH2Cl2 (3×0.8 ml), and all of the co... Starting materials: O[C@H](C)[C@@H]1[C@@H]2N(C(=C([C@@H]2C)C=2N3C(SC2)=CN=C3)C(=O)OCC3=CC=C(C=C3)[N+](=O)[O-])C1=O (4-nitrobenzyl (1S,5R,6S)-6-((1R)-1-hydroxyethyl)-2-(imidazo[5,1-b]thiazol-3-yl)-1-methyl-1-carbapen-2-em-3-carboxylate), ( 1/15 ), P(=O)([O-])([O-])[O-] (phosphate). The reagents and catalysts are [Pd] (Pd-C). The solvent is C1CCOC1 (THF). Reaction conditions: time 3 hour. Product: O[C@H](C)[C@@H]1[C@@H]2N(C(=C([C@@H]2C)C=2N3C(SC2)=CN=C3)C(=O)O)C1=O ((1S,5R,6S)-6-((1R)-1-hydroxyethyl)-2-(imidazo[5,1-b]thiazol-3-yl)-1-methyl-1-carbapen-2-em-3-carboxylic Acid). The yield is 0.8%. As a reaction SMILES: [OH:1][C@@H:2]([C@H:4]1[C:32](=[O:33])[N:6]2[C:7]([C:19]([O:21]CC3C=CC([N+]([O-])=O)=CC=3)=[O:20])=[C:8]([C:11]3[N:12]4[CH:18]=[N:17][CH:16]=[C:13]4[S:14][CH:15]=3)[C@H:9]([CH3:10])[C@H:5]12)[CH3:3].P([O-])([O-])([O-])=O>C1COCC1.[Pd]>[OH:1][C@@H:2]([C@H:4]1[C:32](=[O:33])[N:6]2[C:7]([C:19]([OH:21])=[O:20])=[C:8]([C:11]3[N:12]4[CH:18]=[N:17][CH:16]=[C:13]4[S:14][CH:15]=3)[C@H:9]([CH3:10])[C@H:5]12)[CH3:3]. Procedure details: To a solution of 4.70 g of 4-nitrobenzyl (1S,5R,6S)-6-((1R)-1-hydroxyethyl)-2-(imidazo[5,1-b]thiazol-3-yl)-1-methyl-1-carbapen-2-em-3-carboxylate in 10 ml of THF and 10 ml of {fraction (1/15)} M phosphate buffer was added 240 mg of 10% Pd-C. The reactor was purged with hydrogen, and the reaction mixture was stirred at room temperature for 3 hours. The catalyst was collected by filtration and washed with water. The filtrate was washed with ethyl acetate, and the aqueous layer was purified by colu...